From a dataset of the Open Reaction Database (ORD), a public repository of structured organic reaction records. describe an organic reaction: reactants, conditions, products, and yield The reactants are N1CCCCC1 (piperidine), C(C)C1=C(C=NO1)C(=O)Cl (5-ethyl-4-isoxazolecarboxylic acid chloride). Run in C(Cl)Cl (methylene chloride), C(C)#N (acetonitrile). Reaction conditions: time 20 minute. Product: C(C)C1=C(C=NO1)C(=O)N1CCCCC1 (N-(5-Ethyl-4-isoxazolylcarbonyl)-piperidine). RXN SMILES: [NH:1]1[CH2:6][CH2:5][CH2:4][CH2:3][CH2:2]1.[CH2:7]([C:9]1[O:13][N:12]=[CH:11][C:10]=1[C:14](Cl)=[O:15])[CH3:8]>C(#N)C.C(Cl)Cl>[CH2:7]([C:9]1[O:13][N:12]=[CH:11][C:10]=1[C:14]([N:1]1[CH2:6][CH2:5][CH2:4][CH2:3][CH2:2]1)=[O:15])[CH3:8]. Procedure details: 0.2 mol (17.0 g) of piperidine is added dropwise to 0.1 mol (16.0 g) of 5-ethyl-4-isoxazolecarboxylic acid chloride dissolved in 200 ml of acetonitrile, at room temperature with stirring. Stirring is continued for 20 minutes and the mixture is then cooled to room temperature and the piperidine hydrochloride precipitated is filtered off with suction. The filtrate is concentrated under reduced pressure. An oily residue is obtained, and is taken up in 200 ml of methylene chloride, and the mixture i... Starting materials: C(C)(C)(C)OC(N[C@@H](CCCN/C(=N/S(=O)(=O)C=1C(=C(C2=C(CC(O2)(C)C)C1C)C)C)/N)C(NCCN(C)C(=O)OCC1=CC=CC=C1)=O)=O ({(S)-4-({amino-[(E)-2,2,4,6,7-pentamethyl-2,3-dihydro-benzofuran-5-sulfonylimino]-methyl}-amino)-1-[2-(benzyloxycarbonyl-methyl-amino)-ethyl carbamoyl]-butyl}-carbamic acid tert-butyl ester), CC(=O)O (AcOH). The reagents and catalysts are [Pd] (Pd/C). Solvent: CO (methanol), O (water). Conditions: time 2.5 hour. Product: CNCCNC([C@H](CCCN/C(=N/S(=O)(=O)C=1C(=C(C2=C(CC(O2)(C)C)C1C)C)C)/N)N)=O ((S)-2-amino-5-({amino-[(E)-2,2,4,6,7-pentamethyl-2,3-dihydro-benzofuran-5-sulfonylimino]-methyl}-amino)-pentanoic acid (2-methylamino-ethyl)-amide). Yield: 55.5%. As a reaction SMILES: C(OC(=O)[NH:7][C@H:8]([C:33](=[O:49])[NH:34][CH2:35][CH2:36][N:37](C(OCC1C=CC=CC=1)=O)[CH3:38])[CH2:9][CH2:10][CH2:11][NH:12]/[C:13](/[NH2:32])=[N:14]/[S:15]([C:18]1[C:19]([CH3:31])=[C:20]([CH3:30])[C:21]2[O:25][C:24]([CH3:27])([CH3:26])[CH2:23][C:22]=2[C:28]=1[CH3:29])(=[O:17])=[O:16])(C)(C)C.CC(O)=O>CO.O.[Pd]>[CH3:38][NH:37][CH2:36][CH2:35][NH:34][C:33](=[O:49])[C@@H:8]([NH2:7])[CH2:9][CH2:10][CH2:11][NH:12]/[C:13](/[NH2:32])=[N:14]/[S:15]([C:18]1[C:19]([CH3:31])=[C:20]([CH3:30])[C:21]2[O:25][C:24]([CH3:27])([CH3:26])[CH2:23][C:22]=2[C:28]=1[CH3:29])(=[O:17])=[O:16]. Procedure details: Compound D (4.14 g, 5.77 mmol) and AcOH (330 μl, 5.77 mmol) was dissolved in methanol (40 ml) followed by the addition of Pd/C (5% wt, 880 mg) suspension in water (5 ml). The reaction mixture was subjected to hydrogenation (Parr apparatus, 75 psi) at room temperature for 2.5 h. The catalyst was filtered over a pad of Celite on sintered glass funnel and washed with methanol. Filtrate was evaporated in vacuo to provide compound E (1.96 g, 3.2 mmol) as yellowish amorphous solid. LC-MS [M+H] 483.2 (... Reactants: Cl.C(#N)C=1C=CC2=C(CN([C@@H](CN2CC=2C=NC=CC2)CC2=CC=CC=C2)S(=O)(=O)C=2SC=CC2)C1 ((R)-7-Cyano-2,3,4,5-tetrahydro-3-(phenylmethyl)-1-(3-pyridinylmethyl)-4-(2-thienesulfonyl)-1H-1,4-benzodiazepine, Hydrochloride), FC1=CC=C(C=C1)S(=O)(=O)Cl (4-fluorophenylsulfonyl chloride), Cl.C(#N)C=1C=CC2=C(CN([C@@H](CN2CC=2C=NC=CC2)CC2=CC=CC=C2)S(=O)(=O)C=2SC=CC2)C1 ((R)-7-Cyano-2,3,4,5-tetrahydro-3-(phenylmethyl)-1-(3-pyridinylmethyl)-4-(2-thienesulfonyl)-1H-1,4-benzodiazepine, Hydrochloride). Yields the product FC1=CC=C(C=C1)S(=O)(=O)N1[C@@H](CNC2=C(C1)C=C(C=C2)C#N)CC2=CC=CC=C2 ((3R)-4-[(4-Fluorophenyl)sulfonyl]-2,3,4,5-tetrahydro-3-(phenylmethyl)-1H-1,4-benzodiazepine-7-carbonitrile). Reaction SMILES: Cl.[C:2]([C:4]1[CH:5]=[CH:6][C:7]2[N:13](CC3C=NC=CC=3)[CH2:12][C@@H:11]([CH2:21][C:22]3[CH:27]=[CH:26][CH:25]=[CH:24][CH:23]=3)[N:10](S(C3SC=CC=3)(=O)=O)[CH2:9][C:8]=2[CH:36]=1)#[N:3].[F:37][C:38]1[CH:43]=[CH:42][C:41]([S:44](Cl)(=[O:46])=[O:45])=[CH:40][CH:39]=1>>[F:37][C:38]1[CH:43]=[CH:42][C:41]([S:44]([N:10]2[CH2:9][C:8]3[CH:36]=[C:4]([C:2]#[N:3])[CH:5]=[CH:6][C:7]=3[NH:13][CH2:12][C@H:11]2[CH2:21][C:22]2[CH:23]=[CH:24][CH:25]=[CH:26][CH:27]=2)(=[O:46])=[O:45])=[CH:40][CH:39]=1 |f:0.1|. Reported procedure: The title compound was prepared from Compound A of Example 23 and 4-fluorophenylsulfonyl chloride following the procedure of Compound B of Example 23. The reactants are ClC1=NC(=CC(=N1)C(=O)N[C@H](C(=O)OC)C)C=C ((S)-methyl 2-(2-chloro-6-vinylpyrimidine-4-carboxamido)propanoate), FC1=CC=C(OC2=CC=C(C=C2)B2OC(C(O2)(C)C)(C)C)C=C1 (2-(4-(4-fluorophenoxy)phenyl)-4,4,5,5-tetramethyl-1,3,2-dioxaborolane), C(=O)([O-])[O-].[Na+].[Na+] (Na2CO3). The reagents and catalysts are C1=CC=C(C=C1)P([C-]2C=CC=C2)C3=CC=CC=C3.C1=CC=C(C=C1)P([C-]2C=CC=C2)C3=CC=CC=C3.Cl[Pd]Cl.[Fe+2] (PdCl2(dppf)). Solvent: O1CCOCC1 (dioxane). Conditions: temperature 100 celsius. Yields the product FC1=CC=C(OC2=CC=C(C=C2)C2=NC(=CC(=N2)C(=O)N[C@H](C(=O)OC)C)C=C)C=C1 ((S)-methyl 2-(2(4-(4-fluorophenoxy)phenyl)-6-vinylpyrimidine-4-carboxamido)propanoate). The yield is 43.6%. As a reaction SMILES: Cl[C:2]1[N:7]=[C:6]([C:8]([NH:10][C@@H:11]([CH3:16])[C:12]([O:14][CH3:15])=[O:13])=[O:9])[CH:5]=[C:4]([CH:17]=[CH2:18])[N:3]=1.[F:19][C:20]1[CH:41]=[CH:40][C:23]([O:24][C:25]2[CH:30]=[CH:29][C:28](B3OC(C)(C)C(C)(C)O3)=[CH:27][CH:26]=2)=[CH:22][CH:21]=1.C([O-])([O-])=O.[Na+].[Na+]>O1CCOCC1.C1C=CC(P(C2C=CC=CC=2)[C-]2C=CC=C2)=CC=1.C1C=CC(P(C2C=CC=CC=2)[C-]2C=CC=C2)=CC=1.Cl[Pd]Cl.[Fe+2]>[F:19][C:20]1[CH:41]=[CH:40][C:23]([O:24][C:25]2[CH:30]=[CH:29][C:28]([C:2]3[N:7]=[C:6]([C:8]([NH:10][C@@H:11]([CH3:16])[C:12]([O:14][CH3:15])=[O:13])=[O:9])[CH:5]=[C:4]([CH:17]=[CH2:18])[N:3]=3)=[CH:27][CH:26]=2)=[CH:22][CH:21]=1 |f:2.3.4,6.7.8.9|. Reported procedure: To a solution of (S)-methyl 2-(2-chloro-6-vinylpyrimidine-4-carboxamido)propanoate (0.444 g, 1.65 mmol) in dioxane (10 mL) was added 2-(4-(4-fluorophenoxy)phenyl)-4,4,5,5-tetramethyl-1,3,2-dioxaborolane (0.521 g, 1.66 mmol), 2M aqueous Na2CO3 (1.65 mL, 3.30 mmol), and PdCl2(dppf) (0.071 g, 0.087 mmol). The reaction vessel was flushed with argon, sealed and heated at 100° C. overnight. After cooling, the reaction mixture was evaporated in vacuo and the residue chromatographed over silica gel with... Reactants: ClC1=CC=C(OCCCC2=NNC(=N2)N)C=C1 (3-[3-(4-chlorophenoxy)propyl]-1H-1,2,4-triazol-5-amine), CCC(CC(CC)=O)=O (3,5-heptanedione). Product: ClC1=CC=C(OCCCC2=NN3C(N=C(C=C3CC)CC)=N2)C=C1 (2-[3-(4-chlorophenoxy)propyl]-5,7-diethyl-[1,2,4]triazolo[1,5-a]pyrimidine). The yield is 44.0%. Reaction SMILES: [Cl:1][C:2]1[CH:17]=[CH:16][C:5]([O:6][CH2:7][CH2:8][CH2:9][C:10]2[N:14]=[C:13]([NH2:15])[NH:12][N:11]=2)=[CH:4][CH:3]=1.[CH3:18][CH2:19][C:20](=O)[CH2:21][C:22](=O)[CH2:23][CH3:24]>>[Cl:1][C:2]1[CH:3]=[CH:4][C:5]([O:6][CH2:7][CH2:8][CH2:9][C:10]2[N:14]=[C:13]3[N:15]=[C:20]([CH2:19][CH3:18])[CH:21]=[C:22]([CH2:23][CH3:24])[N:12]3[N:11]=2)=[CH:16][CH:17]=1. Reported procedure: The title compound was prepared according to the experimentals described for Example 22 above from 3-[3-(4-chlorophenoxy)propyl]-1H-1,2,4-triazol-5-amine and 3,5-heptanedione in 44% yield; 1H NMR (DMSO-d6, 400 MHz) δ ppm: 7.31 (dd, 1H), 7.29 (dd, 1H), 7.11 (s, 1H), 6.96 (dd, 1H), 6.94 (dd, 1H), 4.08 (t, 2H), 3.07 (q, 2H), 2.97 (t, 2H), 2.86 (q, 2H), 2.20 (m, 2H), 1.33 (t, 3H), 1.27 (t, 3H). Starting materials: C=1(C(=CC=CC1)N)C1=CC=CC=C1 ([1,1′-biphenyl]-2-amine), IC1=CC=C(C=C1)C1=CC=CC=C1 (4-iodobiphenyl), CC(C)([O-])C.[Na+] (sodium tert-butoxide), C1(CCCCC1)P(C1=C(C=CC=C1)C1=C(C=CC=C1OC)OC)C1CCCCC1 (2-dicyclohexylphosphino-2′,6′-dimethoxybiphenyl). Reagents/catalysts: C=1C=CC(=CC1)/C=C/C(=O)/C=C/C2=CC=CC=C2.C=1C=CC(=CC1)/C=C/C(=O)/C=C/C2=CC=CC=C2.C=1C=CC(=CC1)/C=C/C(=O)/C=C/C2=CC=CC=C2.[Pd].[Pd] (Pd2(dba)3). Product: C1(=CC=C(C=C1)NC=1C(=CC=CC1)C1=CC=CC=C1)C1=CC=CC=C1 (N-([1,1′-biphenyl]-4-yl)-[1,1′-biphenyl]-2-amine). Yield: 790.8%. RXN SMILES: C1(P(C2CCCCC2)[C:8]2[CH:13]=[CH:12][CH:11]=[CH:10][C:9]=2[C:14]2[C:19](OC)=[CH:18][CH:17]=[CH:16][C:15]=2OC)CCCCC1.[C:30]1([C:37]2[CH:42]=[CH:41][CH:40]=[CH:39][CH:38]=2)[C:31]([NH2:36])=[CH:32][CH:33]=[CH:34][CH:35]=1.IC1C=CC(C2C=CC=CC=2)=CC=1.CC(C)([O-])C.[Na+]>C1C=CC(/C=C/C(/C=C/C2C=CC=CC=2)=O)=CC=1.C1C=CC(/C=C/C(/C=C/C2C=CC=CC=2)=O)=CC=1.C1C=CC(/C=C/C(/C=C/C2C=CC=CC=2)=O)=CC=1.[Pd].[Pd]>[C:14]1([C:9]2[CH:8]=[CH:13][CH:12]=[CH:11][CH:10]=2)[CH:15]=[CH:16][C:17]([NH:36][C:31]2[C:30]([C:37]3[CH:38]=[CH:39][CH:40]=[CH:41][CH:42]=3)=[CH:35][CH:34]=[CH:33][CH:32]=2)=[CH:18][CH:19]=1 |f:3.4,5.6.7.8.9|. Reported procedure: Xylene (250 mL) was bubbled with nitrogen for 15 min, followed by addition of 2-dicyclohexylphosphino-2′,6′-dimethoxybiphenyl (3.0 g, 7.2 mmol) and Pd2(dba)3 (1.6 g, 1.8 mmol). The mixture was bubbled with nitrogen for 15 min, then [1,1′-biphenyl]-2-amine (10.1 g, 60.0 mmol), 4-iodobiphenyl (16.8 g, 60.0 mmol), sodium tert-butoxide (11.5 g, 120.0 mmol) were added. The mixture was bubbled with nitrogen for 15 min and refluxed for 12 h. After cooling, the reaction mixture was filtered through a si...